This data is from the Open Reaction Database (ORD), a public repository of structured organic reaction records. The task is: describe an organic reaction: reactants, conditions, products, and yield Reactants: SCC(CO)O (3-mercapto-1,2-propanediol), [OH-].[K+] (KOH), BrCCCCCCCCCCCCCCCC (bromohexadecane). Solvent: C(C)O (ethanol), C(C)O (ethanol). Run at time 24 hour. The product is C(CCCCCCCCCCCCCCC)SCC(O)CO ((±)-1-S-hexadecylthioglycerol). Isolated yield 950.8%. Reaction SMILES: [SH:1][CH2:2][CH:3]([OH:6])[CH2:4][OH:5].[OH-].[K+].Br[CH2:10][CH2:11][CH2:12][CH2:13][CH2:14][CH2:15][CH2:16][CH2:17][CH2:18][CH2:19][CH2:20][CH2:21][CH2:22][CH2:23][CH2:24][CH3:25]>C(O)C>[CH2:25]([S:1][CH2:2][CH:3]([CH2:4][OH:5])[OH:6])[CH2:24][CH2:23][CH2:22][CH2:21][CH2:20][CH2:19][CH2:18][CH2:17][CH2:16][CH2:15][CH2:14][CH2:13][CH2:12][CH2:11][CH3:10] |f:1.2|. Reported procedure: To a stirred solution of 40.0 grams (0.037 mole) 3-mercapto-1,2-propanediol in 300 milliliters of 95% ethanol, 24.9 grams (0.44 mole) of KOH was added under an inert atmosphere of nitrogen. Then, a solution of 135.0 grams (0.44 mole) bromohexadecane in 100 milliliters of 95% ethanol was added dropwise over a one-hour period, and the reaction allowed to proceed at room temperature with vigorous stirring for 24 hours. The precipitate was filtered, taken up in one liter of boiling methanol and cool... Starting materials: C(C1=CC=CC=C1)(=O)OCCOCCN1C=CC=2N=CN=C(C21)NC2=CC(=C(OC1CCN(CC1)C(=O)OC(C)(C)C)C=C2)Cl (tert-Butyl 4-{4-[(5-{2-[2-(benzoyloxy)ethoxy]ethyl}-5H-pyrrolo[3,2-d]pyrimidin-4-yl)amino]-2-chlorophenoxy}piperidine-1-carboxylate), O (Water). The solvent is CO (methanol), O1CCCC1 (tetrahydrofuran), [OH-].[Na+] (sodium hydroxide). Reaction conditions: time 8 hour. Yields the product ClC1=C(OC2CCN(CC2)C(=O)OC(C)(C)C)C=CC(=C1)NC=1C2=C(N=CN1)C=CN2CCOCCO (tert-butyl 4-[2-chloro-4-({5-[2-(2-hydroxyethoxy)ethyl]-5H-pyrrolo[3,2-d]pyrimidin-4-yl}amino)phenoxy]piperidine-1-carboxylate). Yield: 93.6%. As a reaction SMILES: C([O:9][CH2:10][CH2:11][O:12][CH2:13][CH2:14][N:15]1[C:23]2[C:22]([NH:24][C:25]3[CH:44]=[CH:43][C:28]([O:29][CH:30]4[CH2:35][CH2:34][N:33]([C:36]([O:38][C:39]([CH3:42])([CH3:41])[CH3:40])=[O:37])[CH2:32][CH2:31]4)=[C:27]([Cl:45])[CH:26]=3)=[N:21][CH:20]=[N:19][C:18]=2[CH:17]=[CH:16]1)(=O)C1C=CC=CC=1.O>CO.O1CCCC1.[OH-].[Na+]>[Cl:45][C:27]1[CH:26]=[C:25]([NH:24][C:22]2[C:23]3[N:15]([CH2:14][CH2:13][O:12][CH2:11][CH2:10][OH:9])[CH:16]=[CH:17][C:18]=3[N:19]=[CH:20][N:21]=2)[CH:44]=[CH:43][C:28]=1[O:29][CH:30]1[CH2:35][CH2:34][N:33]([C:36]([O:38][C:39]([CH3:40])([CH3:41])[CH3:42])=[O:37])[CH2:32][CH2:31]1 |f:4.5|. Procedure details: tert-Butyl 4-{4-[(5-{2-[2-(benzoyloxy)ethoxy]ethyl}-5H-pyrrolo[3,2-d]pyrimidin-4-yl)amino]-2-chlorophenoxy}piperidine-1-carboxylate (636 mg) was dissolved in a mixed solvent of methanol (10 mL) and tetrahydrofuran (10 mL), 1N aqueous sodium hydroxide solution (2 mL) was added, and the mixture was stirred overnight at room temperature. Water was added to the reaction mixture and the mixture was extracted with ethyl acetate. The ethyl acetate layer was washed with saturated brine and dried over an... Run at temperature 20 celsius, time 1 hour. RXN SMILES: [CH2:1]([NH2:4])[CH2:2][NH2:3].Br[CH2:6][C:7]1[O:11][N:10]=[C:9]([CH3:12])[CH:8]=1>C(#N)C>[CH3:12][C:9]1[CH:8]=[C:7]([CH2:6][NH:3][CH2:2][CH2:1][NH2:4])[O:11][N:10]=1. Procedure details: Ethylenediamine (30 g) was dissolved in 120 g of acetonitrile, and a solution of 17.6 g of 5-bromomethyl-3-methylisoxazole in 30 ml of acetonitrile was added dropwise at 5° to 10° C. After the addition, the mixture was stirred for 1 hour with a care taken not to permit the temperature of the reaction system to rise above 20° C. Then, most of the volatile materials were removed under vacuum (less than 2 mmHg) while maintaining the bath temperature at 20° C. Ice water was added to the residue, and... Starting materials: C(CN)N (Ethylenediamine), BrCC1=CC(=NO1)C (5-bromomethyl-3-methylisoxazole). Product: CC1=NOC(=C1)CNCCN (N-(3-methyl-5-isoxazolylmethyl)ethylenediamine). Isolated yield 64.4%. The solvent is C(C)#N (acetonitrile), C(C)#N (acetonitrile). Reactants: [OH-].[Na+] (NaOH), Cl (HCl), N1N=C(C=C1C(=O)OCC)C(=O)OCC (Diethyl 3,5-pyrazoledicarboxylate), C(=O)([O-])[O-].[K+].[K+] (K2CO3), COC1=CC=C(CCl)C=C1 (p-Methoxybenzyl chloride). The solvent is C1CCOC1 (THF), O (water), CCOC(=O)C (EtOAc), CN(C)C=O (DMF). Yields the product COC1=CC=C(CN2N=C(C=C2C(=O)O)C(=O)O)C=C1 (1-(4-Methoxybenzyl)-1H-pyrazole-3,5-dicarboxylic Acid). As a reaction SMILES: [NH:1]1[C:5]([C:6]([O:8]CC)=[O:7])=[CH:4][C:3]([C:11]([O:13]CC)=[O:12])=[N:2]1.C([O-])([O-])=O.[K+].[K+].[CH3:22][O:23][C:24]1[CH:31]=[CH:30][C:27]([CH2:28]Cl)=[CH:26][CH:25]=1.[OH-].[Na+].Cl>CN(C=O)C.C1COCC1.O.CCOC(C)=O>[CH3:22][O:23][C:24]1[CH:31]=[CH:30][C:27]([CH2:28][N:1]2[C:5]([C:6]([OH:8])=[O:7])=[CH:4][C:3]([C:11]([OH:13])=[O:12])=[N:2]2)=[CH:26][CH:25]=1 |f:1.2.3,5.6|. Procedure details: Diethyl 3,5-pyrazoledicarboxylate (400 mg, 1.9 mmol, 1.0 eq.) and K2CO3 (391 mg, 2.8 mmol, 1.5 eq.) were dissolved in DMF (1.50 mL) with stirring. p-Methoxybenzyl chloride (295 mg, 1.9 mmol, 1.0 eq.) was added and the mixture was stirred at room temperature overnight. EtOAc (20 mL) and water (20 mL) were added. The organic fractions were separated and washed with water (20 mL) and saturated aqueous NaCl (20 mL), dried over Na2SO4, The solvent was removed to yield a clear oil, which was purified ... The reactants are O=C1CCC(=O)N1Br, ClCCl, CS(=O)(=O)c1ccc(C(CC2CCCCC2)C(=O)O)cc1, Nc1nccs1, c1ccc(P(c2ccccc2)c2ccccc2)cc1. Product: CS(=O)(=O)c1ccc(C(CC2CCCCC2)C(=O)Nc2nccs2)cc1. As a reaction SMILES: [Br:20][N:21]1[C:22](=[O:23])[CH2:24][CH2:25][C:26]1=[O:27].[CH2:55]([Cl:56])[Cl:57].[CH:28]1([CH2:34][CH:35]([C:36](=[O:37])[OH:38])[c:39]2[cH:40][cH:41][c:42]([S:45](=[O:46])(=[O:47])[CH3:48])[cH:43][cH:44]2)[CH2:29][CH2:30][CH2:31][CH2:32][CH2:33]1.[NH2:49][c:50]1[s:51][cH:52][cH:53][n:54]1.[c:1]1([P:2]([c:3]2[cH:4][cH:5][cH:6][cH:7][cH:8]2)[c:9]2[cH:10][cH:11][cH:12][cH:13][cH:14]2)[cH:15][cH:16][cH:17][cH:18][cH:19]1>>[CH:28]1([CH2:34][CH:35]([C:36](=[O:38])[NH:49][c:50]2[s:51][cH:52][cH:53][n:54]2)[c:39]2[cH:40][cH:41][c:42]([S:45](=[O:46])(=[O:47])[CH3:48])[cH:43][cH:44]2)[CH2:29][CH2:30][CH2:31][CH2:32][CH2:33]1. The reactants are CC(=O)OC1CCC2C3CCC4=CC(=O)CCC4(C)C3C(F)CC12C, O=C([O-])[O-], CO, [K+], [K+], O. Yields the product CC12CCC(=O)C=C1CCC1C2C(F)CC2(C)C(O)CCC12. RXN SMILES: [C:1](=[O:2])([CH3:3])[O:4][CH:5]1[C:6]2([CH3:7])[CH:8]([CH2:9][CH2:10]1)[CH:11]1[CH2:12][CH2:13][C:14]3=[CH:15][C:16](=[O:25])[CH2:17][CH2:18][C:19]3([CH3:20])[CH:21]1[CH:22]([F:24])[CH2:23]2.[C:28](=[O:29])([O-:30])[O-:31].[CH3:26][OH:27].[K+:32].[K+:33].[OH2:34]>>[OH:4][CH:5]1[C:6]2([CH3:7])[CH:8]([CH2:9][CH2:10]1)[CH:11]1[CH2:12][CH2:13][C:14]3=[CH:15][C:16](=[O:25])[CH2:17][CH2:18][C:19]3([CH3:20])[CH:21]1[CH:22]([F:24])[CH2:23]2. Reactants: CN(\C=C\1/C(C(CCC1)C1=CC(=C(C(=C1)F)F)F)=O)C (2-[1-dimethylamino-meth-(Z)-ylidene]-6-(3,4,5-trifluoro-phenyl)-cyclohexanone), [N+](=O)(O)[O-].[N+](=O)(O)[O-].COC=1C=C(C=CC1N1C=NC(=C1)C)NC(=N)N (N-[3-methoxy-4-(4-methyl-imidazol-1-yl)-phenyl]-guanidine dinitrate). The product is COC=1C=C(C=CC1N1C=NC(=C1)C)NC1=NC=2C(CCCC2C=N1)C1=CC(=C(C(=C1)F)F)F ([3-Methoxy-4-(4-methyl-imidazol-1-yl)-phenyl]-[8-(3,4,5-trifluoro-phenyl)-5,6,7,8-tetrahydro-quinazolin-2-yl]-amine), solid. The yield is 64.0%. RXN SMILES: CN(C)/[CH:3]=[C:4]1\[C:5](=O)[CH:6]([C:10]2[CH:15]=[C:14]([F:16])[C:13]([F:17])=[C:12]([F:18])[CH:11]=2)[CH2:7][CH2:8][CH2:9]\1.[N+]([O-])(O)=O.[N+]([O-])(O)=O.[CH3:29][O:30][C:31]1[CH:32]=[C:33]([NH:43][C:44]([NH2:46])=[NH:45])[CH:34]=[CH:35][C:36]=1[N:37]1[CH:41]=[C:40]([CH3:42])[N:39]=[CH:38]1>>[CH3:29][O:30][C:31]1[CH:32]=[C:33]([NH:43][C:44]2[N:46]=[CH:3][C:4]3[CH2:9][CH2:8][CH2:7][CH:6]([C:10]4[CH:11]=[C:12]([F:18])[C:13]([F:17])=[C:14]([F:16])[CH:15]=4)[C:5]=3[N:45]=2)[CH:34]=[CH:35][C:36]=1[N:37]1[CH:41]=[C:40]([CH3:42])[N:39]=[CH:38]1 |f:1.2.3|. Procedure details: The title compound was prepared from crude 2-[1-dimethylamino-meth-(Z)-ylidene]-6-(3,4,5-trifluoro-phenyl)-cyclohexanone (120 mg, 0.42 mmol) and N-[3-methoxy-4-(4-methyl-imidazol-1-yl)-phenyl]-guanidine dinitrate (131 mg, 0.35 mmol) using in analogous manner the procedure described in example 45b). Obtained as a yellow solid (64 mg, 64%). MS ISP (m/e): 466.2 (100) [(M+H)+]. 1H NMR (DMSO-D6, 300 MHz): δ (ppm)=9.57 (s, 1H), 8.36 (s, 1H), 7.60 (m, 2H), 7.01-7.18 (m, 4H), 6.98 (s, 1H), 4.18 (m, 1H),... Reactants: FC(C1=CC=C2C(=CNC2=C1)C1CCNCC1)(F)F (6-trifluoromethyl-3-(piperidin-4-yl)-1H-indole), O1[C@@H](C1)COC1=C2C=CNC2=CC=C1 ((S)-(+)-4-(oxiranylmethoxy)-1H-indole). Run in CO.CS(=O)C (methanol dimethylsulfoxide). Yields the product FC(C1=CC=C2C(=CNC2=C1)C1CCN(CC1)C[C@@H](COC1=C2C=CNC2=CC=C1)O)(F)F ((2S)-(+)-3-[4-(6-trifluoromethyl-3-indolyl)piperidin-1-yl]-1-(4-indolyloxy)-2-propanol). Reaction SMILES: [F:1][C:2]([F:19])([F:18])[C:3]1[CH:11]=[C:10]2[C:6]([C:7]([CH:12]3[CH2:17][CH2:16][NH:15][CH2:14][CH2:13]3)=[CH:8][NH:9]2)=[CH:5][CH:4]=1.[O:20]1[CH2:22][C@H:21]1[CH2:23][O:24][C:25]1[CH:33]=[CH:32][CH:31]=[C:30]2[C:26]=1[CH:27]=[CH:28][NH:29]2>CO.CS(C)=O>[F:19][C:2]([F:1])([F:18])[C:3]1[CH:11]=[C:10]2[C:6]([C:7]([CH:12]3[CH2:13][CH2:14][N:15]([CH2:22][C@H:21]([OH:20])[CH2:23][O:24][C:25]4[CH:33]=[CH:32][CH:31]=[C:30]5[C:26]=4[CH:27]=[CH:28][NH:29]5)[CH2:16][CH2:17]3)=[CH:8][NH:9]2)=[CH:5][CH:4]=1 |f:2.3|. Procedure details: The title compound was prepared in a fashion similar to that described in Example 193 from 6-trifluoromethyl-3-(piperidin-4-yl)-1H-indole (0.50 g, 1.9 mmol) and (S)-(+)-4-(oxiranylmethoxy)-1H-indole (0.35 g, 1.9 mmol). The product was isolated as a white foam. Yield 250 mg (29%). mp 100°-105° C. FDMS m/e=457 (M+ of free base). α[D]589 =+8.13 (c=1.01, methanol/dimethylsulfoxide). Reactants: [Mn](=O)(=O)(=O)[O-].[K+] (potassium permanganate), [Mn](=O)(=O)(=O)[O-].[K+] (potassium permanganate), FC12CC3(CC(CC(C1)C3)C2)C(=O)O (3-fluoroadamantane-l-carboxylic acid), [OH-].[K+] (potassium hydroxide). Run in solution. Run at temperature 50 celsius. Product: FC12CC3(CC(CC(C1)(C3)O)C2)C(=O)O (3-fluoro-5-hydroxyadamantane-1-carboxylic acid). The yield is 42.7%. Reaction SMILES: [OH-:1].[K+].[Mn]([O-])(=O)(=O)=O.[K+].[F:9][C:10]12[CH2:19][CH:14]3[CH2:15][CH:16]([CH2:18][C:12]([C:20]([OH:22])=[O:21])([CH2:13]3)[CH2:11]1)[CH2:17]2>>[F:9][C:10]12[CH2:19][CH:14]3[CH2:15][C:16]([OH:1])([CH2:18][C:12]([C:20]([OH:22])=[O:21])([CH2:13]3)[CH2:11]1)[CH2:17]2 |f:0.1,2.3|. Reported procedure: To an aqueous solution (400 ml) containing potassium hydroxide (13.0 g; 0.20 mol) was added 34.76 g (0.22 mol) of potassium permanganate and the solution was warmed on a steam bath (about 50° C). To this solution was added portion-wise 39.8 g (0.20 mol) of 3-fluoroadamantane-l-carboxylic acid. After the addition was complete, the reaction mixture was allowed to warm to a gentle reflux and stirred until all the potassium permanganate was consumed (about 1.5 hours). The reaction mixture was then c... The reactants are COc1cccc(Cc2ncc(C=O)c3cc(OCCCOC(C)=O)c(OC)cc23)c1, CCOC(C)=O, CCCCCC, CC(=O)O, O=[Se]=O. Product: COc1cccc(C(=O)c2ncc(C=O)c3cc(OCCCOC(C)=O)c(OC)cc23)c1. As a reaction SMILES: [C:1]([CH3:2])(=[O:3])[O:4][CH2:5][CH2:6][CH2:7][O:8][c:9]1[cH:10][c:11]2[c:12]([CH:30]=[O:31])[cH:13][n:14][c:15]([CH2:21][c:22]3[cH:23][c:24]([O:28][CH3:29])[cH:25][cH:26][cH:27]3)[c:16]2[cH:17][c:18]1[O:19][CH3:20].[C:41]([O:42][CH2:43][CH3:44])(=[O:45])[CH3:46].[CH3:35][CH2:36][CH2:37][CH2:38][CH2:39][CH3:40].[CH3:47][C:48](=[O:49])[OH:50].[Se:32](=[O:33])=[O:34]>>[C:1]([CH3:2])(=[O:3])[O:4][CH2:5][CH2:6][CH2:7][O:8][c:9]1[cH:10][c:11]2[c:12]([CH:30]=[O:31])[cH:13][n:14][c:15]([C:21]([c:22]3[cH:23][c:24]([O:28][CH3:29])[cH:25][cH:26][cH:27]3)=[O:33])[c:16]2[cH:17][c:18]1[O:19][CH3:20].